From a dataset of the Open Reaction Database (ORD), a public repository of structured organic reaction records. describe an organic reaction: reactants, conditions, products, and yield Reactants: CCO, CC(C)Nc1nc(C=O)cs1, [Cl-], N, [NH4+], O=C(O)CN1C(=O)CSC1=S. Product: CC(C)Nc1nc(C=C2SC(=S)N(CC(=O)O)C2=O)cs1. As a reaction SMILES: [CH3:26][CH2:27][OH:28].[CH:1]([CH3:2])([CH3:3])[NH:4][c:5]1[s:6][cH:7][c:8]([CH:10]=[O:11])[n:9]1.[Cl-:23].[NH3:25].[NH4+:24].[S:12]1[C:13](=[S:14])[N:15]([CH2:19][C:20](=[O:21])[OH:22])[C:16](=[O:17])[CH2:18]1>>[CH:1]([CH3:2])([CH3:3])[NH:4][c:5]1[s:6][cH:7][c:8]([CH:10]=[C:18]2[S:12][C:13](=[S:14])[N:15]([CH2:19][C:20](=[O:21])[OH:22])[C:16]2=[O:17])[n:9]1. Reactants: CSC, CO, ClCCl, COC(=O)C(=O)N1C(=O)CC1CC1OCOO1. The product is COC(=O)C(=O)N1C(=O)CC1CC=O. RXN SMILES: [CH3:18][S:19][CH3:20].[CH3:24][OH:25].[Cl:21][CH2:22][Cl:23].[O:1]=[C:2]1[N:3]([C:12]([C:13](=[O:14])[O:15][CH3:16])=[O:17])[CH:4]([CH2:6][CH:7]2[O:8][O:11][CH2:10][O:9]2)[CH2:5]1>>[O:1]=[C:2]1[N:3]([C:12]([C:13](=[O:14])[O:15][CH3:16])=[O:17])[CH:4]([CH2:6][CH:7]=[O:8])[CH2:5]1.